The task is: describe an organic reaction: reactants, conditions, products, and yield. This data is from the Open Reaction Database (ORD), a public repository of structured organic reaction records. Starting materials: CI, CN(C)C=O, [H-], [Na+], COC(OC(=O)c1ccc(C(C)O)cc1)c1ccccc1. The product is COC(C)c1ccc(C(=O)OC(OC)c2ccccc2)cc1. Reaction SMILES: [CH3:24][I:25].[CH3:26][N:27]([CH3:28])[CH:29]=[O:30].[H-:22].[Na+:23].[OH:1][CH:2]([CH3:3])[c:4]1[cH:5][cH:6][c:7]([C:8](=[O:9])[O:10][CH:11]([c:12]2[cH:13][cH:14][cH:15][cH:16][cH:17]2)[O:18][CH3:19])[cH:20][cH:21]1>>[O:1]([CH:2]([CH3:3])[c:4]1[cH:5][cH:6][c:7]([C:8](=[O:9])[O:10][CH:11]([c:12]2[cH:13][cH:14][cH:15][cH:16][cH:17]2)[O:18][CH3:19])[cH:20][cH:21]1)[CH3:24]. Starting materials: Intermediate 2, ClC1=NC=CN=C1Cl (2,3-dichloropyrazine), FC(C1=C(C=CC=C1)S(=O)(=O)N)(F)F (2-(trifluoromethyl)benzenesulfonamide). The product is ClC=1C(=NC=CN1)NS(=O)(=O)C1=C(C=CC=C1)C(F)(F)F (N-(3-chloropyrazin-2-yl)-2-(trifluoromethyl)benzenesulfonamide). Yield: 63.0%. As a reaction SMILES: Cl[C:2]1[C:7]([Cl:8])=[N:6][CH:5]=[CH:4][N:3]=1.[F:9][C:10]([F:22])([F:21])[C:11]1[CH:16]=[CH:15][CH:14]=[CH:13][C:12]=1[S:17]([NH2:20])(=[O:19])=[O:18]>>[Cl:8][C:7]1[C:2]([NH:20][S:17]([C:12]2[CH:13]=[CH:14][CH:15]=[CH:16][C:11]=2[C:10]([F:9])([F:22])[F:21])(=[O:18])=[O:19])=[N:3][CH:4]=[CH:5][N:6]=1. Procedure: Following the general method as outlined for Intermediate 2, starting from 2,3-dichloropyrazine and 2-(trifluoromethyl)benzenesulfonamide, the title compound was isolated, after evaporation and recrystallization, as a yellowish solid in 63% yield (97% purity by HPLC). Starting materials: CC(=O)OC1CSC(Oc2cncc(Br)c2)C(OC(C)=O)C1OC(C)=O, COc1cc(F)c(B(O)O)c(F)c1. The product is COc1cc(F)c(-c2cncc(OC3SCC(OC(C)=O)C(OC(C)=O)C3OC(C)=O)c2)c(F)c1. Reaction SMILES: [C:1]([CH3:2])(=[O:3])[O:4][CH:5]1[CH:6]([O:7][c:8]2[cH:9][n:10][cH:11][c:12]([Br:14])[cH:13]2)[S:15][CH2:16][CH:17]([O:23][C:24]([CH3:25])=[O:26])[CH:18]1[O:19][C:20]([CH3:21])=[O:22].[F:27][c:28]1[c:29]([B:37]([OH:38])[OH:39])[c:30]([F:36])[cH:31][c:32]([O:34][CH3:35])[cH:33]1>>[C:1]([CH3:2])(=[O:3])[O:4][CH:5]1[CH:6]([O:7][c:8]2[cH:9][n:10][cH:11][c:12](-[c:29]3[c:28]([F:27])[cH:33][c:32]([O:34][CH3:35])[cH:31][c:30]3[F:36])[cH:13]2)[S:15][CH2:16][CH:17]([O:23][C:24]([CH3:25])=[O:26])[CH:18]1[O:19][C:20]([CH3:21])=[O:22]. Reactants: S(=O)(=O)([O-])[O-].O[NH3+].O[NH3+] (hydroxylammonium sulfate), CC(=O)C (acetone), [OH-].[Na+] (sodium hydroxide), C1(=CC=CC=C1)C (toluene), [OH-].[Na+] (sodium hydroxide), Na chloroacetate, ClCC(=O)OC (methyl chloroacetate). Solvent: O (water). Run at temperature 55 celsius, time 0.5 hour. The product is C(C)(C)=NOCC(=O)OCC(=O)OC (methyl isopropylideneaminooxyacetoxyacetate). Reaction SMILES: S([O-])([O-])(=O)=O.[OH:6][NH3+:7].O[NH3+].[CH3:10][C:11](C)=[O:12].[OH-:14].[Na+].Cl[CH2:17][C:18]([O:20][CH3:21])=[O:19].[C:22]1(C)[CH:27]=CC=C[CH:23]=1>O>[C:22](=[N:7][O:6][CH2:10][C:11]([O:12][CH2:17][C:18]([O:20][CH3:21])=[O:19])=[O:14])([CH3:27])[CH3:23] |f:0.1.2,4.5|. Procedure: 980 ml of water, 328 g of hydroxylammonium sulfate and 460 ml of toluene are initially introduced at from 20° to 50° C. and 232 g (4 mol) of acetone and 320 g (4 mol) of conc. sodium hydroxide solution are simultaneously added dropwise at pH 4.5 to 5.0. To complete the reaction, the mixture is stirred for about 1/2 hour and the phases are separated at from 30° to 40° C. The water phase is extracted twice by shaking with 460 ml of toluene. The entire organic phase is refluxed under reduced pressu... Starting materials: ClC1=CC(=NC2=CC=C(C=C12)OC(F)(F)F)N1CCS(C2=C(C1)C=CC=C2)(=O)=O (4-(4-chloro-6-(trifluoromethoxy)quinolin-2-yl)-2,3,4,5-tetrahydro-1,4-benzothiazepine 1,1-dioxide), C(CCN)N (propane-1,3-diamine). The product is O=S1(CCN(CC2=C1C=CC=C2)C2=NC1=CC=C(C=C1C(=C2)NCCCN)OC(F)(F)F)=O (N-[2-(1,1-Dioxido-2,3-dihydro-1,4-benzothiazepin-4(5 H)-yl)-6-(trifluoromethoxy)quinolin-4-yl]propane-1,3-diamine). RXN SMILES: Cl[C:2]1[C:11]2[C:6](=[CH:7][CH:8]=[C:9]([O:12][C:13]([F:16])([F:15])[F:14])[CH:10]=2)[N:5]=[C:4]([N:17]2[CH2:23][C:22]3[CH:24]=[CH:25][CH:26]=[CH:27][C:21]=3[S:20](=[O:29])(=[O:28])[CH2:19][CH2:18]2)[CH:3]=1.[CH2:30]([NH2:34])[CH2:31][CH2:32][NH2:33]>>[O:28]=[S:20]1(=[O:29])[C:21]2[CH:27]=[CH:26][CH:25]=[CH:24][C:22]=2[CH2:23][N:17]([C:4]2[CH:3]=[C:2]([NH:33][CH2:32][CH2:31][CH2:30][NH2:34])[C:11]3[C:6](=[CH:7][CH:8]=[C:9]([O:12][C:13]([F:16])([F:15])[F:14])[CH:10]=3)[N:5]=2)[CH2:18][CH2:19]1. Reported procedure: The title compound was prepared in analogy to Example 3-1 in Scheme 5 by using 4-(4-chloro-6-(trifluoromethoxy)quinolin-2-yl)-2,3,4,5-tetrahydro-1,4-benzothiazepine 1,1-dioxide and propane-1,3-diamine. MS obsd. (ESI+) [(M+H)+] 481, 1H NMR (400 MHz, CD3OD) δ ppm 8.16-8.15 (d, J=2.4 Hz, 1 H), 8.09-8.07 (dd, J=5.2, 8.0 Hz, 1 H), 7.94-7.92 (d, J=10 Hz, 1 H), 7.90-7.88 (d, J=8 Hz, 1 H), 7.72-7.70 (m, 2 H), 7.58-7.55 (m, 1 H), 6.03 (s, 1 H), 5.34 (s, 2 H), 4.55 (s, 2 H), 3.75 (s, 2 H), 3.62-3.59 (t, J... The product is CC1=CC=CC=2N1C=C(N2)C(=O)O (5-Methyl-imidazo[1,2-a]pyridine-2-carboxylic acid), CC=1C=CC=2N(C1)C=C(N2)C(=O)O (6-Methyl-imidazo[1,2-a]pyridine-2-carboxylic acid), C(C)OC(=O)C=1N=C2N(C=C(C=C2)C)C1 (6-methyl-imidazo[1,2-a]pyridine-2-carboxylic acid ethyl ester). Procedure details: 5-Methyl-imidazo[1,2-a]pyridine-2-carboxylic acid was prepared in a similar manner to 6-fluoro-imidazo[1,2-a]pyridine-2-carboxylic acid (see Example 25) using the commercially available 5-methyl-1,8a-dihydro-imidazo[1,2-a]pyridine-2-carboxylic acid ethyl ester. 6-Methyl-imidazo[1,2-a]pyridine-2-carboxylic acid and 6-methyl-imidazo[1,2-a]pyridine-2-carboxylic acid ethyl ester were prepared in a similar manner to 6-fluoro-imidazo[1,2-a]pyridine-2-carboxylic acid and its ester above. As a reaction SMILES: F[C:2]1[CH:3]=[CH:4][C:5]2[N:6]([CH:8]=[C:9]([C:11]([OH:13])=[O:12])[N:10]=2)[CH:7]=1.[CH2:14]([O:16][C:17]([C:19]1[NH:20][CH:21]2[CH:26]=[CH:25][CH:24]=[C:23]([CH3:27])[N:22]2[CH:28]=1)=[O:18])[CH3:15]>>[CH3:27][C:23]1[N:22]2[CH:28]=[C:19]([C:17]([OH:18])=[O:16])[N:20]=[C:21]2[CH:26]=[CH:25][CH:24]=1.[CH3:14][C:2]1[CH:3]=[CH:4][C:5]2[N:6]([CH:8]=[C:9]([C:11]([OH:13])=[O:12])[N:10]=2)[CH:7]=1.[CH2:14]([O:16][C:17]([C:19]1[N:20]=[C:21]2[CH:26]=[CH:25][C:24]([CH3:2])=[CH:23][N:22]2[CH:28]=1)=[O:18])[CH3:15]. The reactants are FC=1C=CC=2N(C1)C=C(N2)C(=O)O (6-fluoro-imidazo[1,2-a]pyridine-2-carboxylic acid), FC=1C=CC=2N(C1)C=C(N2)C(=O)O (6-fluoro-imidazo[1,2-a]pyridine-2-carboxylic acid), ester, C(C)OC(=O)C=1NC2N(C(=CC=C2)C)C1 (5-methyl-1,8a-dihydro-imidazo[1,2-a]pyridine-2-carboxylic acid ethyl ester).